This data is from the Open Reaction Database (ORD), a public repository of structured organic reaction records. The task is: describe an organic reaction: reactants, conditions, products, and yield Reactants: C(=C)[Si](OC)(OC)OC (Vinyltrimethoxysilane), C[SiH](O[Si](CCC)(O[SiH](C)C)O[SiH](C)C)C (tris(dimethylsiloxy)-n-propylsilane). Run at temperature 80 celsius. Yields the product C(=C)[Si](OC)(OC)OC.C[SiH](O[Si](CCC)(O[SiH](C)C)O[SiH](C)C)C (vinyltrimethoxysilane tris(dimethylsiloxy)-n-propylsilane). Reaction SMILES: [CH:1]([Si:3]([O:8][CH3:9])([O:6][CH3:7])[O:4][CH3:5])=[CH2:2].[CH3:10][SiH:11]([CH3:25])[O:12][Si:13]([O:21][SiH:22]([CH3:24])[CH3:23])([O:17][SiH:18]([CH3:20])[CH3:19])[CH2:14][CH2:15][CH3:16]>>[CH:1]([Si:3]([O:8][CH3:9])([O:6][CH3:7])[O:4][CH3:5])=[CH2:2].[CH3:24][SiH:22]([CH3:23])[O:21][Si:13]([O:17][SiH:18]([CH3:19])[CH3:20])([O:12][SiH:11]([CH3:25])[CH3:10])[CH2:14][CH2:15][CH3:16] |f:2.3|. Procedure: 362 mg Vinyltrimethoxysilane and 362 mg tris(dimethylsiloxy)-n-propylsilane were placed in a nitrogen-purged glass tube. This was followed by the addition of 27 mg dimethylacetoxysilane and 0.005 mL of a toluene solution (platinum content=0.04 weight %) of a zero-valent platinum complexed with divinylsiloxane. The tube was then sealed with Teflon® tape and a rubber septum and heated for 1 hour in an oil bath at 80° C. After cooling, GC analysis of the product showed the following: the starting m... Starting materials: [BH4-].[Na+] (Sodium borohydride), COC1=C(C=O)C=CC=C1SC1=C(C=CC=C1)Cl (2-methoxy-3-(2-chlorophenylthio)benzaldehyde). The solvent is CO (methanol). Product: COC1=C(CO)C=CC=C1SC1=C(C=CC=C1)Cl (2-methoxy-3-(2-chlorophenylthio)benzyl alcohol). The yield is 98.2%. As a reaction SMILES: [BH4-].[Na+].[CH3:3][O:4][C:5]1[C:12]([S:13][C:14]2[CH:19]=[CH:18][CH:17]=[CH:16][C:15]=2[Cl:20])=[CH:11][CH:10]=[CH:9][C:6]=1[CH:7]=[O:8]>CO>[CH3:3][O:4][C:5]1[C:12]([S:13][C:14]2[CH:19]=[CH:18][CH:17]=[CH:16][C:15]=2[Cl:20])=[CH:11][CH:10]=[CH:9][C:6]=1[CH2:7][OH:8] |f:0.1|. Procedure details: Sodium borohydride (550 mg) was added in 10 minutes to a solution of 2-methoxy-3-(2-chlorophenylthio)benzaldehyde (9.1 g) in methanol (50 ml) with stirring at temperature below 15° C. After stirring the mixture at room temperature for 30 minutes, methanol was distilled off under reduced pressure. The residue was dissolved in water, acidified with conc. hydrochloric acid and extracted with diethyl ether. The extract was washed with water, dried and then evaporated under reduced pressure to give o... The reactants are C(CCCCC)N=C=O (n-hexyl isocyanate), ClC1=CC=C(CN2CCN(CCC2)CCCS)C=C1 (3-[4-(4-chlorobenzyl)homopiperazin-1-yl]propanethiol). The solvent is C(Cl)Cl (methylene chloride). The product is Cl.Cl.C(CCCCC)NC(O)=SCCCN1CCN(CCC1)CC1=CC=C(C=C1)Cl (N-(n-hexyl)-S-{3-[4-(4-chlorobenzyl)homopiperazin-1-yl]propyl}thiocarbamate dihydrochloride). Yield: 77.6%. RXN SMILES: [CH2:1]([N:7]=[C:8]=[O:9])[CH2:2][CH2:3][CH2:4][CH2:5][CH3:6].[Cl:10][C:11]1[CH:28]=[CH:27][C:14]([CH2:15][N:16]2[CH2:22][CH2:21][CH2:20][N:19]([CH2:23][CH2:24][CH2:25][SH:26])[CH2:18][CH2:17]2)=[CH:13][CH:12]=1>C(Cl)Cl>[ClH:10].[ClH:10].[CH2:1]([NH:7][C:8](=[SH:26][CH2:25][CH2:24][CH2:23][N:19]1[CH2:20][CH2:21][CH2:22][N:16]([CH2:15][C:14]2[CH:13]=[CH:12][C:11]([Cl:10])=[CH:28][CH:27]=2)[CH2:17][CH2:18]1)[OH:9])[CH2:2][CH2:3][CH2:4][CH2:5][CH3:6] |f:3.4.5|. Reported procedure: The procedure described in Example 2 was followed, using 1.3 g of n-hexyl isocyanate, 3.0 g of 3-[4-(4-chlorobenzyl)homopiperazin-1-yl]propanethiol and 75 ml of methylene chloride, to give 1.3 g (33% of theory) of N-(n-hexyl)-S-{3-[4-(4-chlorobenzyl)homopiperazin-1-yl]propyl}thiocarbamate dihydrochloride as a tan powder, M.p. 183°-187° C. Starting materials: solution ( 5/5 ), O (water), solution, CC(=O)C1=CC(=C(C(=C1)Cl)O)Cl (3,5-dichloro-4-hydroxyacetophenone). Product: OCC(=O)C1=CC=CC=C1 (hydroxyacetophenone). Reaction SMILES: [CH3:1][C:2]([C:4]1[CH:9]=[C:8](Cl)[C:7](O)=[C:6](Cl)[CH:5]=1)=[O:3].[OH2:13]>>[OH:13][CH2:1][C:2]([C:4]1[CH:9]=[CH:8][CH:7]=[CH:6][CH:5]=1)=[O:3]. Procedure: As a stock solution (5/5), 0.2 mM solution of 3,5-dichloro-4-hydroxyacetophenone was used. The solution was diluted with purified water to prepare 5-stage serial dilutions. To 0.02 ml of the solution in each concentration was mixed with 0.38 ml each of 0.1M citrate buffer solution (pH 5.4) containing 0.1% Triton X-100 and a buffer solution further supplemented with 0.3% BSA. Each absorbance was measured at 340 nm with a spectrophotometer to prepare the standard curve (FIG. 2). Starting materials: C([O-])([O-])=O.[K+].[K+] (potassium carbonate), chloro, ClC(CN1C=NC=C1)COC1=CC=C(C=C1)Cl (1-[2'-chloro-3'-(4"-chlorophenoxy)propyl]imidazole), CC(=O)C (acetone), ClC1=CC=C(C=C1)S (p-chlorothiophenol). Reaction conditions: time 12 hour. Product: C(C(=O)O)(=O)O.ClC1=CC=C(OCC(CN2C=NC=C2)SC2=CC=C(C=C2)Cl)C=C1 (1-[3'-(4"-chlorophenoxy)-2'-(4"-chlorophenylthio)propyl]imidazole oxalate). RXN SMILES: Cl[CH:2]([CH2:9][O:10][C:11]1[CH:16]=[CH:15][C:14]([Cl:17])=[CH:13][CH:12]=1)[CH2:3][N:4]1[CH:8]=[CH:7][N:6]=[CH:5]1.[Cl:18][C:19]1[CH:24]=[CH:23][C:22]([SH:25])=[CH:21][CH:20]=1.[C:26](=[O:29])([O-:28])[O-].[K+].[K+].CC(C)=[O:34]>>[C:11]([OH:10])(=[O:34])[C:26]([OH:28])=[O:29].[Cl:17][C:14]1[CH:15]=[CH:16][C:11]([O:10][CH2:9][CH:2]([S:25][C:22]2[CH:23]=[CH:24][C:19]([Cl:18])=[CH:20][CH:21]=2)[CH2:3][N:4]2[CH:8]=[CH:7][N:6]=[CH:5]2)=[CH:12][CH:13]=1 |f:2.3.4,6.7|. Procedure: The chloro compound, i.e., 1-[2'-chloro-3'-(4"-chlorophenoxy)propyl]imidazole (2.1g.), is then heated under reflux with 1.5 g. p-chlorothiophenol and 1.4 g. of anhydrous potassium carbonate in 50 ml. of acetone. After stirring for 12 hours the solvent is removed and water is added to the residue. The resultant aqueous phase is then extracted with ether and the ether extracts washed with water, dried over magnesium sulfate and acidified with oxalic acid. The product which precipitates is filtered... Starting materials: C(C)(=O)[O-].[Na+] (sodium acetate), C(C)(=O)[O-].[Na+] (sodium acetate), ClP(=O)(Cl)N=C=O (Dichlorophosphinyl isocyanate), O1C(=CC=C1)/C(/C(=O)N[C@H]1[C@@H]2N(C(=C(CS2)CO)C(=O)O)C1=O)=N/OC ((6R,7R)-7-[Z-2-(fur-2-yl)-2-methoxyiminoacetamido]-3-hydroxymethylceph-3-em-4-carboxylic acid). The solvent is O (water), C1CCOC1 (THF). Conditions: time 15 minute. Yields the product CO/N=C(/C1=CC=CO1)\C(=O)N[C@H]2[C@@H]3N(C2=O)C(=C(CS3)COC(=O)N)C(=O)O (Cefuroxime). As a reaction SMILES: ClP([N:5]=[C:6]=[O:7])(Cl)=O.[O:8]1[CH:12]=[CH:11][CH:10]=[C:9]1/[C:13](=[N:31]/[O:32][CH3:33])/[C:14]([NH:16][C@@H:17]1[C:29](=[O:30])[N:19]2[C:20]([C:26]([OH:28])=[O:27])=[C:21]([CH2:24][OH:25])[CH2:22][S:23][C@H:18]12)=[O:15].C([O-])(=O)C.[Na+]>C1COCC1.O>[CH3:33][O:32]/[N:31]=[C:13](\[C:14]([NH:16][C@@H:17]1[C:29](=[O:30])[N:19]2[C:20]([C:26]([OH:28])=[O:27])=[C:21]([CH2:24][O:25][C:6]([NH2:5])=[O:7])[CH2:22][S:23][C@H:18]12)=[O:15])/[C:9]1[O:8][CH:12]=[CH:11][CH:10]=1 |f:2.3|. Reported procedure: Dichlorophosphinyl isocyanate (1.46 ml,) was added to a solution of (6R,7R)-7-[Z-2-(fur-2-yl)-2-methoxyiminoacetamido]-3-hydroxymethylceph-3-em-4-carboxylic acid (3.81 g) in THF (50 ml) at 22°, the temperature rising to 31°. The reaction mixture was stirred for 15 minutes and then added to a solution of sodium acetate (5.72 g) in water (50 ml). More sodium acetate (1.64 g) was added over 10 minutes to give a stable pH of 4.6. This solution was stirred at 30° for 1 hour and then heated at 45° for... The reactants are CCOC(=O)C (EtOAc), potassium isopropylidene trifluoroborate, COC(C1=C(C=C(C(=C1)Br)OC)OC)=O (5-bromo-2,4-dimethoxybenzoic acid methyl ester), C(=O)([O-])[O-].[Cs+].[Cs+] (Cs2CO3). The reagents and catalysts are C=1C=CC(=CC1)[P](C=2C=CC=CC2)(C=3C=CC=CC3)[Pd]([P](C=4C=CC=CC4)(C=5C=CC=CC5)C=6C=CC=CC6)([P](C=7C=CC=CC7)(C=8C=CC=CC8)C=9C=CC=CC9)[P](C=1C=CC=CC1)(C=1C=CC=CC1)C=1C=CC=CC1 (Pd(PPh3)4). Solvent: TBF, O (water). Product: COC(C1=C(C=C(C(=C1)C(=C)C)OC)OC)=O (5-isopropenyl-2,4-dimethoxy-benzoic acid methyl ester). As a reaction SMILES: [CH3:1][O:2][C:3](=[O:15])[C:4]1[CH:9]=[C:8](Br)[C:7]([O:11][CH3:12])=[CH:6][C:5]=1[O:13][CH3:14].[C:16]([O-])([O-])=O.[Cs+].[Cs+].CCO[C:25]([CH3:27])=O>O.C1C=CC([P]([Pd]([P](C2C=CC=CC=2)(C2C=CC=CC=2)C2C=CC=CC=2)([P](C2C=CC=CC=2)(C2C=CC=CC=2)C2C=CC=CC=2)[P](C2C=CC=CC=2)(C2C=CC=CC=2)C2C=CC=CC=2)(C2C=CC=CC=2)C2C=CC=CC=2)=CC=1>[CH3:1][O:2][C:3](=[O:15])[C:4]1[CH:9]=[C:8]([C:25]([CH3:27])=[CH2:16])[C:7]([O:11][CH3:12])=[CH:6][C:5]=1[O:13][CH3:14] |f:1.2.3,^1:32,34,53,72|. Procedure details: To potassium isopropylidene trifluoroborate (4.87 g, 32.7 mmol) and 5-bromo-2,4-dimethoxybenzoic acid methyl ester (7.5 g, 27.3 mmol) in TBF (195 ml) was added Cs2CO3 (26.6 g, 81.8 mmol) in water (39 ml). The reaction was degassed and Pd(PPh3)4 (1.58 g, 1.36 mmol) added. The reaction was heated at reflux for three days then quenched by adding water and extracted with EtOAc (×2). The combined organic layers were washed with brine, dried (MgSO4), filtered and evaporated to leave an orange solid. T... Starting materials: [N+](=O)(O)[O-] (nitric acid), C(CCCCCCCCCCC)C=1C=NC(=NC1)C1=CC=C(C=C1)O (4-(5-dodecylpyrimidine-2-yl)phenol), O (water). Run in S(O)(O)(=O)=O (sulfuric acid). Product: [N+](=O)([O-])C1=C(C=CC(=C1)C1=NC=C(C=N1)CCCCCCCCCCCC)O (2-nitro-4-(5-dodecylpyrimidine-2-yl)phenol). Isolated yield 81.7%. As a reaction SMILES: [CH2:1]([C:13]1[CH:14]=[N:15][C:16]([C:19]2[CH:24]=[CH:23][C:22]([OH:25])=[CH:21][CH:20]=2)=[N:17][CH:18]=1)[CH2:2][CH2:3][CH2:4][CH2:5][CH2:6][CH2:7][CH2:8][CH2:9][CH2:10][CH2:11][CH3:12].[N+:26]([O-])([OH:28])=[O:27].O>S(=O)(=O)(O)O>[N+:26]([C:21]1[CH:20]=[C:19]([C:16]2[N:17]=[CH:18][C:13]([CH2:1][CH2:2][CH2:3][CH2:4][CH2:5][CH2:6][CH2:7][CH2:8][CH2:9][CH2:10][CH2:11][CH3:12])=[CH:14][N:15]=2)[CH:24]=[CH:23][C:22]=1[OH:25])([O-:28])=[O:27]. Procedure: Step i) 2.00 g (5.87 mM) of 4-(5-dodecylpyrimidine-2-yl)phenol was dispersed in 20 ml of conc. sulfuric acid. To the dispersion, 0.50 ml of nitric acid (60%, density=1.38) was gradually added dropwise under cooling and stirring at 2°-8° C. After the addition, the mixture was stirred for 30 min. at about 5° C. After the reaction, the reaction mixture was poured into 150 ml of iced water to precipitate a crystal. The crystal was recovered by filtration, washed with water and recrystallized from et... Starting materials: [BH4-], CC(C)=O, CCO, [Na+], O, O=S1CCCC=C1c1cccnc1. Yields the product O=S1CCCCC1c1cccnc1. Reaction SMILES: [BH4-:1].[CH3:17][C:18](=[O:19])[CH3:20].[CH3:21][CH2:22][OH:23].[Na+:2].[OH2:16].[n:3]1[cH:4][c:5]([C:9]2=[CH:10][CH2:11][CH2:12][CH2:13][S:14]2=[O:15])[cH:6][cH:7][cH:8]1>>[n:3]1[cH:4][c:5]([CH:9]2[CH2:10][CH2:11][CH2:12][CH2:13][S:14]2=[O:15])[cH:6][cH:7][cH:8]1.